From a dataset of the Open Reaction Database (ORD), a public repository of structured organic reaction records. describe an organic reaction: reactants, conditions, products, and yield Reactants: ClCCl, O=C(O)C(F)(F)F, CC(C)(C)OC(=O)N1CCN2C(=O)OCC2C1. The product is O=C1OCC2CNCCN12. RXN SMILES: [Cl:25][CH2:26][Cl:27].[F:18][C:19]([F:20])([F:21])[C:22]([OH:23])=[O:24].[O:1]=[C:2]1[O:3][CH2:4][CH:5]2[N:6]1[CH2:7][CH2:8][N:9]([C:11]([O:12][C:13]([CH3:14])([CH3:15])[CH3:16])=[O:17])[CH2:10]2>>[O:1]=[C:2]1[O:3][CH2:4][CH:5]2[N:6]1[CH2:7][CH2:8][NH:9][CH2:10]2. Starting materials: I.O=C1N2C(N=NN1CC#C)=C(N=C2)C(=N)SC (methyl 4-oxo-3-(prop-2-ynyl)-3,4-dihydroimidazo[5,1-d][1,2,3,5]tetrazine-8-carbimidothioate hydroiodide), Cl.NCC(=O)C1=CC=CC=C1 (aminoacetophenone hydrochloride), amidine. Yields the product I.O=C1N2C(N=NN1CC#C)=C(N=C2)C(NCC(C2=CC=CC=C2)=O)=N (4-oxo-N-(2-oxo-2-phenylethyl)-3-(prop-2-ynyl)-3,4-dihydroimidazo[5,1-d][1,2,3,5]tetrazine-8-carboximidamide hydroiodide). The yield is 29.0%. As a reaction SMILES: [IH:1].[O:2]=[C:3]1[N:8]([CH2:9][C:10]#[CH:11])[N:7]=[N:6][C:5]2=[C:12]([C:15](SC)=[NH:16])[N:13]=[CH:14][N:4]12.Cl.[NH2:20][CH2:21][C:22]([C:24]1[CH:29]=[CH:28][CH:27]=[CH:26][CH:25]=1)=[O:23]>>[IH:1].[O:2]=[C:3]1[N:8]([CH2:9][C:10]#[CH:11])[N:7]=[N:6][C:5]2=[C:12]([C:15](=[NH:16])[NH:20][CH2:21][C:22](=[O:23])[C:24]3[CH:29]=[CH:28][CH:27]=[CH:26][CH:25]=3)[N:13]=[CH:14][N:4]12 |f:0.1,2.3,4.5|. Reported procedure: Using the general procedure, the title compound was synthesized from methyl 4-oxo-3-(prop-2-ynyl)-3,4-dihydroimidazo[5,1-d][1,2,3,5]tetrazine-8-carbimidothioate hydroiodide and aminoacetophenone hydrochloride, using a reaction time of 5 hours and 30 minutes for the amidine formation. Yield 29%. δH (DMSO-d6): 9.74 (2H, m), 9.54 (1H, bs), 9.25 (1H, s), 8.07-8.05 (2H, m), 7.78-7.73 (1H, m), 7.65-7.61 (2H, m), 5.27-5.24 (4H, m), 3.62 (1H, t, J=2.5). The reactants are CS(=O)(=O)CC(=O)OCC (ethyl 2-(methylsulfonyl)acetate), C(OCC)(OCC)OCC (triethyl orthoformate), C(C)(=O)OC(C)=O (acetic anhydride), BrC1=CC=C(N)C=C1 (4-bromoaniline). Reaction conditions: temperature 130 celsius. Yields the product BrC1=CC=C(C=C1)NC=C(C(=O)OCC)S(=O)(=O)C (Ethyl 3-(4-bromophenylamino)-2-(methylsulfonyl)acrylate). As a reaction SMILES: [CH3:1][S:2]([CH2:5][C:6]([O:8][CH2:9][CH3:10])=[O:7])(=[O:4])=[O:3].[CH:11](OCC)(OCC)OCC.C(OC(=O)C)(=O)C.[Br:28][C:29]1[CH:35]=[CH:34][C:32]([NH2:33])=[CH:31][CH:30]=1>>[Br:28][C:29]1[CH:35]=[CH:34][C:32]([NH:33][CH:11]=[C:5]([S:2]([CH3:1])(=[O:4])=[O:3])[C:6]([O:8][CH2:9][CH3:10])=[O:7])=[CH:31][CH:30]=1. Reported procedure: A mixture of ethyl 2-(methylsulfonyl)acetate (1.9 g, 11.4 mmol), triethyl orthoformate (5.64 mL, 34.2 mmol), and acetic anhydride (5 mL) were heated at 130° C. for 5 h with a Dean Stark trap. The reaction was cooled, 4-bromoaniline (3.1 g, 18.0 mmol) was added and the reaction mixture was heated at 150° C. for 2 h. The reaction mixture was cooled, concentrated and the residue was purified by column chromatography to afford the desire product (1.08 g, 27% over 2 steps) as a tan solid: 1H NMR (300... Starting materials: C[O-], CC(=O)O, COc1cc(C)c(O)cc1N, COC(=O)CF, [Na+], O, c1ccccc1. Product: COc1cc(C)c(O)cc1NC(=O)CF. Reaction SMILES: [CH3:24][O-:25].[CH3:27][C:28](=[O:29])[OH:30].[CH3:7][c:8]1[c:9]([OH:17])[cH:10][c:11]([NH2:16])[c:12]([O:14][CH3:15])[cH:13]1.[F:18][CH2:19][C:20](=[O:21])[O:22][CH3:23].[Na+:26].[OH2:31].[cH:1]1[cH:2][cH:3][cH:4][cH:5][cH:6]1>>[CH3:7][c:8]1[c:9]([OH:17])[cH:10][c:11]([NH:16][C:20]([CH2:19][F:18])=[O:21])[c:12]([O:14][CH3:15])[cH:13]1. As a reaction SMILES: [C:1](#[N:2])[c:3]1[cH:4][cH:5][n:6][c:7](-[c:13]2[cH:14][n:15][n:16]([CH2:18][CH3:19])[cH:17]2)[c:8]1[C:9](=[O:10])[O:11][CH3:12].[CH:44]([Cl:45])([Cl:46])[Cl:47].[F:26][C:27]([F:28])([F:29])[C:30]([O:31][C:32](=[O:33])[C:34]([F:35])([F:36])[F:37])=[O:38].[NH2:22][C:23](=[O:24])[NH2:25].[Na+:43].[O-:39][C:40]([OH:41])=[O:42].[OH:20][OH:21]>>[C:1](#[N:2])[c:3]1[cH:4][cH:5][n+:6]([O-:24])[c:7](-[c:13]2[cH:14][n:15][n:16]([CH2:18][CH3:19])[cH:17]2)[c:8]1[C:9](=[O:10])[O:11][CH3:12]. Yields the product CCn1cc(-c2c(C(=O)OC)c(C#N)cc[n+]2[O-])cn1. The reactants are CCn1cc(-c2nccc(C#N)c2C(=O)OC)cn1, ClC(Cl)Cl, O=C(OC(=O)C(F)(F)F)C(F)(F)F, NC(N)=O, [Na+], O=C([O-])O, OO. Starting materials: Cl.ClCC=1C=NC2=CC=CC=C2C1 (3-chloromethylquinoline hydrochloride), NC(=S)N (thiourea). Solvent: C(C)O (ethanol), C(C)O (ethanol). Reaction conditions: temperature 10 celsius, time 30 minute. Yields the product Cl.Cl.N1=CC(=CC2=CC=CC=C12)CSC(N)=N (2-(Quinol-3-ylmethyl)-isothiourea dihydrochloride). The yield is 94.3%. Reaction SMILES: [ClH:1].[Cl:2][CH2:3][C:4]1[CH:5]=[N:6][C:7]2[C:12]([CH:13]=1)=[CH:11][CH:10]=[CH:9][CH:8]=2.[NH2:14][C:15]([NH2:17])=[S:16]>C(O)C>[ClH:2].[ClH:1].[N:6]1[C:7]2[C:12](=[CH:11][CH:10]=[CH:9][CH:8]=2)[CH:13]=[C:4]([CH2:3][S:16][C:15](=[NH:14])[NH2:17])[CH:5]=1 |f:0.1,4.5.6|. Reported procedure: A solution of 3-chloromethylquinoline hydrochloride (46.4 g) in ethanol (160 cc), at 70° C., is added dropwise, in the course of 10 minutes, to a suspension of thiourea (19.7 g) in boiling ethanol (110 cc). The reaction mixture is stirred for 1 hour 30 minutes at the boil and then cooled to 10° C. The resulting crystals are filtered off, washed twice with ethanol (100 cc in total) and dried under reduced pressure (20 mm Hg; 2.7 kPa) at a temperature of about 20° C. 2-(Quinol-3-ylmethyl)-isothiou... Reactants: CC1=C(N)C(=CC=C1)C (2,6-dimethyl aniline), C1(=CC=CC=C1)C (toluene), ClC=1OC(=C(N1)C(F)(F)F)C(=O)[O-] (2-chloro-4-trifluoromethyl-5-oxazolecarboxylate). Yields the product CC1=C(C(=CC=C1)C)NC=1OC(=C(N1)C(F)(F)F)C(=O)OCC (Ethyl 2-[(2,6-dimethylphenyl)amino]-4-(trifluoromethyl)-5-oxazolecarboxylate). As a reaction SMILES: [CH3:1][C:2]1[CH:8]=[CH:7][CH:6]=[C:5]([CH3:9])[C:3]=1[NH2:4].[C:10]1(C)C=CC=C[CH:11]=1.Cl[C:18]1[O:19][C:20]([C:27]([O-:29])=[O:28])=[C:21]([C:23]([F:26])([F:25])[F:24])[N:22]=1>>[CH3:1][C:2]1[CH:8]=[CH:7][CH:6]=[C:5]([CH3:9])[C:3]=1[NH:4][C:18]1[O:19][C:20]([C:27]([O:29][CH2:10][CH3:11])=[O:28])=[C:21]([C:23]([F:26])([F:25])[F:24])[N:22]=1. Procedure details: By the procedure of Example 15, 4.84 g (0.04 mol) of 2,6-dimethyl aniline was added to a stirred solution of 75 ml toluene containing 4.87 g (0.02 mol) of 2-chloro-4-trifluoromethyl-5-oxazolecarboxylate. The reaction mixture was stirred at reflux for 24 hours. The product was separated, distilled and then recrystallized from petroleum ether to yield 1.99 g of crystal product (m.p.=79°-81° C.) identified in Table I. The reactants are C(C)(=O)OC(C)=O (Acetic anhydride), COC=1C=C(C=CC1)[C@@H]1C[C@H](CCC1)N ((trans)-3-(3-methoxyphenyl) cyclohexylamine), O.C([O-])(O)=O.[Na+] (sodium bicarbonate water). Solvent: N1=CC=CC=C1 (pyridine). Run at temperature 50 celsius, time 2 hour. Yields the product C(C)(=O)NC1CC(CCC1)C1=CC(=CC=C1)OC (N-acetyl-N-[3-(3-methoxyphenyl)cyclohexyl]amine). Yield: 53.3%. As a reaction SMILES: [C:1](OC(=O)C)(=[O:3])[CH3:2].[CH3:8][O:9][C:10]1[CH:11]=[C:12]([C@H:16]2[CH2:21][CH2:20][CH2:19][C@H:18]([NH2:22])[CH2:17]2)[CH:13]=[CH:14][CH:15]=1.O.C(=O)(O)[O-].[Na+]>N1C=CC=CC=1>[C:1]([NH:22][CH:18]1[CH2:19][CH2:20][CH2:21][CH:16]([C:12]2[CH:13]=[CH:14][CH:15]=[C:10]([O:9][CH3:8])[CH:11]=2)[CH2:17]1)(=[O:3])[CH3:2] |f:2.3.4|. Procedure: Acetic anhydride (1 ml) and pyridine (0.5 ml) were added to (trans)-3-(3-methoxyphenyl) cyclohexylamine (10 mg) and the mixture was stirred at 50° C. for 2 hours. The reaction solution was poured into glacial sodium bicarbonate water and extracted with ethyl acetate. The organic layer was washed with 1 N hydrochloric acid, saturated sodium bicarbonate water and saturated saline and dried with anhydrous magnesium sulfate, and then the solvent was distilled off under reduced pressure to give 8 mg ... Starting materials: FC(C(=O)O)(F)F.N1CC(C1)OC=1C=CC(=NC1)Br (5-(Azetidin-3-yloxy)-2-bromo-pyridine trifluoro-acetic acid salt), C=O (formaldehyde), [BH-](OC(=O)C)(OC(=O)C)OC(=O)C.[Na+] (Na(OAc)3BH). Run in ClCCl (dichloromethane). Run at time 45 minute. Product: BrC1=NC=C(C=C1)OC1CN(C1)C (2-Bromo-5-(1-methyl-azetidin-3-yloxy)-pyridine). Isolated yield 104.2%. Reaction SMILES: F[C:2](F)(F)C(O)=O.[NH:8]1[CH2:11][CH:10]([O:12][C:13]2[CH:14]=[CH:15][C:16]([Br:19])=[N:17][CH:18]=2)[CH2:9]1.C=O.[BH-](OC(C)=O)(OC(C)=O)OC(C)=O.[Na+]>ClCCl>[Br:19][C:16]1[CH:15]=[CH:14][C:13]([O:12][CH:10]2[CH2:11][N:8]([CH3:2])[CH2:9]2)=[CH:18][N:17]=1 |f:0.1,3.4|. Reported procedure: In a solution of 5-(Azetidin-3-yloxy)-2-bromo-pyridine trifluoro-acetic acid salt (0.5 g, 1.46 mmol) in dichloromethane (20 mL), add formaldehyde aqueous solution (37%, 0.58 mL, 7.29 mmol). Then add Na(OAc)3BH (0.774 g, 3.65 mmo) carefully. The reaction was stirred at room temperature under argon for 45 min. The reaction was quenched with water (30 mL), and then extracted with dichloromethane (3×20 mL). The combined organic phase was washed thoroughly with brine and water. Evaporation of solvent...